From a dataset of the Open Reaction Database (ORD), a public repository of structured organic reaction records. describe an organic reaction: reactants, conditions, products, and yield Yields the product CN1CCN(Cc2ccc(-c3ccc(CCC(=O)c4ncc(-c5cccc(C(=O)O)n5)o4)cc3)cc2)CC1. As a reaction SMILES: [CH2:43]1[O:44][CH2:45][CH2:46][CH2:47]1.[CH3:1][N:2]1[CH2:3][CH2:4][N:5]([CH2:8][c:9]2[cH:10][cH:11][c:12](-[c:15]3[cH:16][cH:17][c:18]([CH2:21][CH2:22][C:23](=[O:24])[c:25]4[o:26][c:27](-[c:30]5[cH:31][cH:32][cH:33][c:34]([C:36](=[O:37])[O:38][CH3:39])[n:35]5)[cH:28][n:29]4)[cH:19][cH:20]3)[cH:13][cH:14]2)[CH2:6][CH2:7]1.[Cl:49][CH2:50][Cl:51].[ClH:42].[Li+:41].[OH-:40].[OH2:48]>>[CH3:1][N:2]1[CH2:3][CH2:4][N:5]([CH2:8][c:9]2[cH:10][cH:11][c:12](-[c:15]3[cH:16][cH:17][c:18]([CH2:21][CH2:22][C:23](=[O:24])[c:25]4[o:26][c:27](-[c:30]5[cH:31][cH:32][cH:33][c:34]([C:36](=[O:37])[OH:38])[n:35]5)[cH:28][n:29]4)[cH:19][cH:20]3)[cH:13][cH:14]2)[CH2:6][CH2:7]1. The reactants are C1CCOC1, COC(=O)c1cccc(-c2cnc(C(=O)CCc3ccc(-c4ccc(CN5CCN(C)CC5)cc4)cc3)o2)n1, ClCCl, Cl, [Li+], [OH-], O. Reaction SMILES: [Br:1][C:2]1[CH:19]=[CH:18][C:5]2[O:6][CH2:7][C:8]3[CH:17]=[CH:16][CH:15]=[CH:14][C:9]=3[CH:10]([C:11](O)=[O:12])[C:4]=2[CH:3]=1.[F:20][C:21]1[CH:27]=[C:26]([F:28])[CH:25]=[CH:24][C:22]=1[NH2:23]>>[Br:1][C:2]1[CH:19]=[CH:18][C:5]2[O:6][CH2:7][C:8]3[CH:17]=[CH:16][CH:15]=[CH:14][C:9]=3[CH:10]([C:11]([NH:23][C:22]3[CH:24]=[CH:25][C:26]([F:28])=[CH:27][C:21]=3[F:20])=[O:12])[C:4]=2[CH:3]=1. Starting materials: BrC1=CC2=C(OCC3=C(C2C(=O)O)C=CC=C3)C=C1 (2-Bromo-6,11-dihydrodibenz[b,e]oxepin-11-carboxylic acid), BrC1=CC2=C(OCC3=C(C2C(=O)O)C=CC=C3)C=C1 (2-Bromo-6,11-dihydrodibenz[b,e]oxepin-11-carboxylic acid), FC1=C(N)C=CC(=C1)F (2,4-difluoroaniline). Yields the product BrC1=CC2=C(OCC3=C(C2C(=O)NC2=C(C=C(C=C2)F)F)C=CC=C3)C=C1 (2-Bromo-N-(2,4-difluorophenyl)-6,11-dihydrodibenz[b,e]oxepin-11-carboxamide). Procedure details: The similar procedures as in Example 1 were repeated except using 1.0 g of 2-bromo-6,11-dihydrodibenz[b,e]oxepin-11-carboxylic acid obtained in Example 46 (Compound H) in place of Compound A and 0.48 g of 2,4-difluoroaniline in place of aniline to obtain 0.64 g of Compound 40. The yield is 47.5%. Starting materials: CO, ClC(Cl)Cl, [H][H], COc1ccc2ccc(S(=O)(=O)NC3CCN(Cc4ccc(N)c([N+](=O)[O-])c4)C3=O)cc2c1. The product is COc1ccc2ccc(S(=O)(=O)NC3CCN(Cc4ccc(N)c(N)c4)C3=O)cc2c1. As a reaction SMILES: [CH3:36][OH:37].[Cl:38][CH:39]([Cl:40])[Cl:41].[H:34][H:35].[NH2:1][c:2]1[c:3]([N+:31]([O-:32])=[O:33])[cH:4][c:5]([CH2:6][N:7]2[C:8](=[O:28])[CH:9]([NH:12][S:13](=[O:14])(=[O:15])[c:16]3[cH:17][c:18]4[cH:19][c:20]([O:26][CH3:27])[cH:21][cH:22][c:23]4[cH:24][cH:25]3)[CH2:10][CH2:11]2)[cH:29][cH:30]1>>[NH2:1][c:2]1[c:3]([NH2:31])[cH:4][c:5]([CH2:6][N:7]2[C:8](=[O:28])[CH:9]([NH:12][S:13](=[O:14])(=[O:15])[c:16]3[cH:17][c:18]4[cH:19][c:20]([O:26][CH3:27])[cH:21][cH:22][c:23]4[cH:24][cH:25]3)[CH2:10][CH2:11]2)[cH:29][cH:30]1. Reactants: COC(CC1CCN(CC1)C(=O)OC(C)(C)C)=O (tert-butyl 4-(2-methoxy-2-oxoethyl)piperidine-1-carboxylate), [N+](=O)([O-])C1=C(C=O)C=CC=C1 (2-nitrobenzaldehyde), C(C)(C)NC(C)C (N,N-diisopropylamine), C(CCC)[Li] (Butyllithium). Solvent: O1CCCC1 (tetrahydrofuran), O1CCCC1 (tetrahydrofuran), O1CCCC1 (tetrahydrofuran). Run at temperature -78 celsius, time 30 minute. Yields the product C(C)(C)(C)OC(=O)N1CCC(CC1)C(C(C1=C(C=CC=C1)[N+](=O)[O-])O)C(=O)OC (4-[2-Hydroxy-1-methoxycarbonyl-2-(2-nitro-phenyl)-ethyl]-piperidine-1-carboxylic acid tert-butyl ester). The yield is 94.0%. Reaction SMILES: C(NC(C)C)(C)C.C([Li])CCC.[CH3:13][O:14][C:15](=[O:30])[CH2:16][CH:17]1[CH2:22][CH2:21][N:20]([C:23]([O:25][C:26]([CH3:29])([CH3:28])[CH3:27])=[O:24])[CH2:19][CH2:18]1.[N+:31]([C:34]1[CH:41]=[CH:40][CH:39]=[CH:38][C:35]=1[CH:36]=[O:37])([O-:33])=[O:32]>O1CCCC1>[C:26]([O:25][C:23]([N:20]1[CH2:19][CH2:18][CH:17]([CH:16]([C:15]([O:14][CH3:13])=[O:30])[CH:36]([OH:37])[C:35]2[CH:38]=[CH:39][CH:40]=[CH:41][C:34]=2[N+:31]([O-:33])=[O:32])[CH2:22][CH2:21]1)=[O:24])([CH3:27])([CH3:29])[CH3:28]. Procedure: N,N-diisopropylamine (4.40 mL, 31.3 mmoles) was dissolved in tetrahydrofuran (50 mL). The mixture was cooled to −78° C. Butyllithium (2.5 M in hexanes, 12.4 mL, 31 mmoles) was added dropwise to the stirred solution. After stirring at −78° C. for 30 min, a solution of tert-butyl 4-(2-methoxy-2-oxoethyl)piperidine-1-carboxylate (6.65 g, 25.8 mmoles) in tetrahydrofuran (15 mL) was added dropwise to the mixture. Stirring was continued at −78° C. for 1 h. A solution of 2-nitrobenzaldehyde (3.90 g, 25... Reactants: O=C([O-])O, C1CCOC1, Cc1oc(-c2ccccc2)nc1COc1ccc(S(=O)(=O)Cl)cc1, Cc1cccc(N)c1C(=O)O, [Na+], O. Yields the product Cc1cccc(NS(=O)(=O)c2ccc(OCc3nc(-c4ccccc4)oc3C)cc2)c1C(=O)O. RXN SMILES: [C:1](=[O:2])([OH:3])[O-:4].[CH2:41]1[O:42][CH2:43][CH2:44][CH2:45]1.[CH3:17][c:18]1[c:19]([CH2:29][O:30][c:31]2[cH:32][cH:33][c:34]([S:37](=[O:38])(=[O:39])[Cl:40])[cH:35][cH:36]2)[n:20][c:21](-[c:23]2[cH:24][cH:25][cH:26][cH:27][cH:28]2)[o:22]1.[NH2:6][c:7]1[c:8]([C:9](=[O:10])[OH:11])[c:12]([CH3:16])[cH:13][cH:14][cH:15]1.[Na+:5].[OH2:46]>>[NH:6]([c:7]1[c:8]([C:9](=[O:10])[OH:11])[c:12]([CH3:16])[cH:13][cH:14][cH:15]1)[S:37]([c:34]1[cH:33][cH:32][c:31]([O:30][CH2:29][c:19]2[c:18]([CH3:17])[o:22][c:21](-[c:23]3[cH:24][cH:25][cH:26][cH:27][cH:28]3)[n:20]2)[cH:36][cH:35]1)(=[O:38])=[O:39]. Reactants: CC=1NC=CN1 (2-methylimidazole), ClC=1N=C(C2=C(N1)SC=C2C)NCC2=CC1=C(C=C2)OCO1 (2-chloro-5-methyl-4-(3,4-methylenedioxybenzylamino)-thieno-[2,3-d]-pyrimidine). Yields the product CC=1N(C=CN1)C=1N=C(C2=C(N1)SC=C2C)NCC2=CC1=C(C=C2)OCO1 (2-(2-methylimidazol-1-yl)-5-methyl-4-(3,4-methylenedioxybenzylamino)-thieno-[2,3-d]-pyrimidine). Reaction SMILES: [CH3:1][C:2]1[NH:3][CH:4]=[CH:5][N:6]=1.Cl[C:8]1[N:9]=[C:10]([NH:18][CH2:19][C:20]2[CH:25]=[CH:24][C:23]3[O:26][CH2:27][O:28][C:22]=3[CH:21]=2)[C:11]2[C:16]([CH3:17])=[CH:15][S:14][C:12]=2[N:13]=1>>[CH3:1][C:2]1[N:3]([C:8]2[N:9]=[C:10]([NH:18][CH2:19][C:20]3[CH:25]=[CH:24][C:23]4[O:26][CH2:27][O:28][C:22]=4[CH:21]=3)[C:11]3[C:16]([CH3:17])=[CH:15][S:14][C:12]=3[N:13]=2)[CH:4]=[CH:5][N:6]=1. Procedure details: Following the procedure of Example 97, the reaction of 2-methylimidazole with 2-chloro-5-methyl-4-(3,4-methylenedioxybenzylamino)-thieno-[2,3-d]-pyrimidine gives 2-(2-methylimidazol-1-yl)-5-methyl-4-(3,4-methylenedioxybenzylamino)-thieno-[2,3-d]-pyrimidine.